This data is from the Open Reaction Database (ORD), a public repository of structured organic reaction records. The task is: describe an organic reaction: reactants, conditions, products, and yield Starting materials: CO, COC(=O)c1cc(C)c(C(=O)OC)cc1C, [Li+], C1CCOC1, [OH-]. Yields the product COC(=O)c1cc(C)c(C(=O)O)cc1C. As a reaction SMILES: [CH3:1][OH:2].[CH3:3][c:4]1[c:5]([C:6](=[O:7])[O:8][CH3:9])[cH:10][c:11]([CH3:18])[c:12]([C:14](=[O:15])[O:16][CH3:17])[cH:13]1.[Li+:19].[O:21]1[CH2:22][CH2:23][CH2:24][CH2:25]1.[OH-:20]>>[CH3:3][c:4]1[c:5]([C:6](=[O:7])[O:8][CH3:9])[cH:10][c:11]([CH3:18])[c:12]([C:14](=[O:15])[OH:16])[cH:13]1. Starting materials: NC1=CC(=C(C=C1)C(=O)C1=C(C=CC=C1)C)Cl ((4-amino-2-chlorophenyl)(2-methylphenyl)methanone), BrC1=C(C=CC=C1)CCN1C(N(CC1=O)C)=O (3-[2-(2-Bromophenyl)ethyl]-1-methylimidazolidine-2,4-dione), C=1C=CC(=CC1)P(C=2C=CC=CC2)C3=CC=C4C=CC=CC4=C3C5=C6C=CC=CC6=CC=C5P(C=7C=CC=CC7)C=8C=CC=CC8 (BINAP), C(=O)([O-])[O-].[Cs+].[Cs+] (Cs2CO3). Reagents/catalysts: C=1C=CC(=CC1)/C=C/C(=O)/C=C/C2=CC=CC=C2.C=1C=CC(=CC1)/C=C/C(=O)/C=C/C2=CC=CC=C2.C=1C=CC(=CC1)/C=C/C(=O)/C=C/C2=CC=CC=C2.[Pd].[Pd] (Pd2(dba)3). Solvent: O1CCOCC1 (1,4-dioxane). Reaction conditions: temperature 120 celsius, time 3 day. Product: ClC=1C=C(C=CC1C(=O)C1=C(C=CC=C1)C)NC1=C(C=CC=C1)CCN1C(N(CC1=O)C)=O (3-{[2-({3-Chloro-4-[(2-methylphenyl)carbonyl]phenyl}amino)phenyl]ethyl}-1-methylimidazolidine-2,4-dione). RXN SMILES: [NH2:1][C:2]1[CH:7]=[CH:6][C:5]([C:8]([C:10]2[CH:15]=[CH:14][CH:13]=[CH:12][C:11]=2[CH3:16])=[O:9])=[C:4]([Cl:17])[CH:3]=1.Br[C:19]1[CH:24]=[CH:23][CH:22]=[CH:21][C:20]=1[CH2:25][CH2:26][N:27]1[C:31](=[O:32])[CH2:30][N:29]([CH3:33])[C:28]1=[O:34].C1C=CC(P(C2C(C3C(P(C4C=CC=CC=4)C4C=CC=CC=4)=CC=C4C=3C=CC=C4)=C3C(C=CC=C3)=CC=2)C2C=CC=CC=2)=CC=1.C([O-])([O-])=O.[Cs+].[Cs+]>O1CCOCC1.C1C=CC(/C=C/C(/C=C/C2C=CC=CC=2)=O)=CC=1.C1C=CC(/C=C/C(/C=C/C2C=CC=CC=2)=O)=CC=1.C1C=CC(/C=C/C(/C=C/C2C=CC=CC=2)=O)=CC=1.[Pd].[Pd]>[Cl:17][C:4]1[CH:3]=[C:2]([NH:1][C:19]2[CH:24]=[CH:23][CH:22]=[CH:21][C:20]=2[CH2:25][CH2:26][N:27]2[C:31](=[O:32])[CH2:30][N:29]([CH3:33])[C:28]2=[O:34])[CH:7]=[CH:6][C:5]=1[C:8]([C:10]1[CH:15]=[CH:14][CH:13]=[CH:12][C:11]=1[CH3:16])=[O:9] |f:3.4.5,7.8.9.10.11|. Reported procedure: A mixture of (4-amino-2-chlorophenyl)(2-methylphenyl)methanone (61 mg. 0.25 mmol) (disclosed in WO 01/42189 A1), compound 436 (89 mg, 0.30 mmol), BINAP (5 mg), Pd2(dba)3 (5 mg) and Cs2CO3 (114 mg, 0.35 mmol) in 1,4-dioxane (5 ml) was heated to 120° C. under stirring for 3 days. The reaction mixture was filtered. The obtained solution was concentrated in vacuo. The residue was purified by chromatography (petroleum ether/ethyl acetate 1:1) to provide the desired product, which was not pure. The im... Starting materials: FC(C=1C=C(C(=O)N2[C@@H](CNCC2)CC2=CC(=C(C=C2)C)C)C=C(C1)C(F)(F)F)(F)F ((2R)-1-[3,5-bis(trifluoromethyl)benzoyl]-2-(3,4-dimethylbenzyl)piperazine), N12CCCCCC2=NCCC1 (1,8-diazabicyclo [5.4.0]undec-7-ene), C(=O)C=C (Acrolein). The solvent is O (water), O1CCCC1 (tetrahydrofuran). Conditions: temperature -30 celsius, time 6 hour. Yields the product FC(C=1C=C(C(=O)N2[C@@H](CN(CC2)CCC=O)CC2=CC(=C(C=C2)C)C)C=C(C1)C(F)(F)F)(F)F ((2R)-1-[3,5-bis(trifluoromethyl)benzoyl]-2-(3,4-dimethylbenzyl)-4-(2-formylethyl)piperazine). As a reaction SMILES: [F:1][C:2]([F:31])([F:30])[C:3]1[CH:4]=[C:5]([CH:23]=[C:24]([C:26]([F:29])([F:28])[F:27])[CH:25]=1)[C:6]([N:8]1[CH2:13][CH2:12][NH:11][CH2:10][C@H:9]1[CH2:14][C:15]1[CH:20]=[CH:19][C:18]([CH3:21])=[C:17]([CH3:22])[CH:16]=1)=[O:7].N12CCCN=C1CCCCC2.[CH:43]([CH:45]=[CH2:46])=[O:44]>O1CCCC1.O>[F:31][C:2]([F:1])([F:30])[C:3]1[CH:4]=[C:5]([CH:23]=[C:24]([C:26]([F:27])([F:28])[F:29])[CH:25]=1)[C:6]([N:8]1[CH2:13][CH2:12][N:11]([CH2:46][CH2:45][CH:43]=[O:44])[CH2:10][C@H:9]1[CH2:14][C:15]1[CH:20]=[CH:19][C:18]([CH3:21])=[C:17]([CH3:22])[CH:16]=1)=[O:7]. Reported procedure: A mixture of (2R)-1-[3,5-bis(trifluoromethyl)benzoyl]-2-(3,4-dimethylbenzyl)piperazine (500 mg) and 1,8-diazabicyclo [5.4.0]undec-7-ene (1.5 μl) in tetrahydrofuran (2.5 ml) was cooled to −30° C. with stirring under nitrogen atmosphere. Acrolein (90%, 0.225 ml) was added to the mixture while maintaining the temperature at −20˜−40° C. for a period of 10 minutes and then the resulting mixture was stirred at 0° C. After 6 hours, the reaction mixture was diluted with water and extracted with ethyl ac... Starting materials: ClC1=C2C=CNC2=CC=C1 (4-chloroindole), [H-].[Na+] (sodium hydride), ClCCC(C1=CC=CC=C1)OS(=O)(=O)C (methanesulfonic acid 3-chloro-1-phenyl-propyl ester). Run in CN(C)C=O (DMF), CN(C)C=O (DMF). Conditions: time 30 minute. The product is ClC1=C2C=CN(C2=CC=C1)[C@@H](CCCl)C1=CC=CC=C1 ((S)-4-Chloro-1-(3-chloro-1-phenyl-propyl)-1H-indole). RXN SMILES: [Cl:1][C:2]1[CH:10]=[CH:9][CH:8]=[C:7]2[C:3]=1[CH:4]=[CH:5][NH:6]2.[H-].[Na+].[Cl:13][CH2:14][CH2:15][CH:16](OS(C)(=O)=O)[C:17]1[CH:22]=[CH:21][CH:20]=[CH:19][CH:18]=1>CN(C=O)C>[Cl:1][C:2]1[CH:10]=[CH:9][CH:8]=[C:7]2[C:3]=1[CH:4]=[CH:5][N:6]2[C@H:16]([C:17]1[CH:22]=[CH:21][CH:20]=[CH:19][CH:18]=1)[CH2:15][CH2:14][Cl:13] |f:1.2|. Procedure: To a solution of 4-chloroindole (0.222 g) in dry DMF (7.5 ml) was added sodium hydride (0.064 g) at room temperature. The mixture was stirred at the same temperature for 30 minutes and then the crude methanesulfonic acid 3-chloro-1-phenyl-propyl ester from the previous step was dissolved in DMF (5 ml) and added at 0° C. to the reaction mixture and stirred for 2 hours. The reaction mixture was partitioned between ethyl acetate and water, the organic layer was washed twice with water and once with... Starting materials: CCS(=O)(=O)c1nc2ccc(-c3cn(C(c4ccccc4)(c4ccccc4)c4ccccc4)nc3-c3ccc(F)cc3)cc2n1-c1ccc(F)cc1, Cc1ncccc1O, CN(C)C=O, [H-], [Na+], O. The product is Cc1ncccc1Oc1nc2ccc(-c3cn(C(c4ccccc4)(c4ccccc4)c4ccccc4)nc3-c3ccc(F)cc3)cc2n1-c1ccc(F)cc1. As a reaction SMILES: [CH2:1]([S:2](=[O:3])(=[O:4])[c:6]1[n:7][c:8]2[c:9]([n:10]1-[c:11]1[cH:12][cH:13][c:14]([F:17])[cH:15][cH:16]1)[cH:18][c:19](-[c:22]1[c:23](-[c:46]3[cH:47][cH:48][c:49]([F:52])[cH:50][cH:51]3)[n:24][n:25]([C:27]([c:28]3[cH:29][cH:30][cH:31][cH:32][cH:33]3)([c:34]3[cH:35][cH:36][cH:37][cH:38][cH:39]3)[c:40]3[cH:41][cH:42][cH:43][cH:44][cH:45]3)[cH:26]1)[cH:20][cH:21]2)[CH3:5].[CH3:55][c:56]1[n:57][cH:58][cH:59][cH:60][c:61]1[OH:62].[CH3:64][N:65]([CH3:66])[CH:67]=[O:68].[H-:53].[Na+:54].[OH2:63]>>[c:6]1([O:62][c:61]2[c:56]([CH3:55])[n:57][cH:58][cH:59][cH:60]2)[n:7][c:8]2[c:9]([n:10]1-[c:11]1[cH:12][cH:13][c:14]([F:17])[cH:15][cH:16]1)[cH:18][c:19](-[c:22]1[c:23](-[c:46]3[cH:47][cH:48][c:49]([F:52])[cH:50][cH:51]3)[n:24][n:25]([C:27]([c:28]3[cH:29][cH:30][cH:31][cH:32][cH:33]3)([c:34]3[cH:35][cH:36][cH:37][cH:38][cH:39]3)[c:40]3[cH:41][cH:42][cH:43][cH:44][cH:45]3)[cH:26]1)[cH:20][cH:21]2. Starting materials: CNCCO, CC(C)O, O=C(Cl)c1cc([N+](=O)[O-])ccc1Cl, [K+], [OH-], O. Yields the product CN(CCO)C(=O)c1cc([N+](=O)[O-])ccc1Cl. Reaction SMILES: [CH3:14][NH:15][CH2:16][CH2:17][OH:18].[CH:19]([OH:20])([CH3:21])[CH3:22].[Cl:1][c:2]1[c:3]([C:4](=[O:5])[Cl:6])[cH:7][c:8]([N+:11](=[O:12])[O-:13])[cH:9][cH:10]1.[K+:24].[OH-:23].[OH2:25]>>[Cl:1][c:2]1[c:3]([C:4](=[O:5])[N:15]([CH3:14])[CH2:16][CH2:17][OH:18])[cH:7][c:8]([N+:11](=[O:12])[O-:13])[cH:9][cH:10]1. Reactants: NC1=CC=C(C=C1)C(F)(F)F (4-aminobenzotrifluoride), C(OC(C)(C)C)(OC(C)(C)C)=O (di-tert-butyl carbonate). Solvent: C1CCOC1 (THF). Yields the product C(=O)(OC(C)(C)C)NC1=CC=C(C=C1)C(F)(F)F (4-(BOC-amino)benzotrifluoride). As a reaction SMILES: [NH2:1][C:2]1[CH:7]=[CH:6][C:5]([C:8]([F:11])([F:10])[F:9])=[CH:4][CH:3]=1.[C:12](=O)([O:18]C(C)(C)C)[O:13][C:14]([CH3:17])([CH3:16])[CH3:15]>C1COCC1>[C:12]([NH:1][C:2]1[CH:7]=[CH:6][C:5]([C:8]([F:9])([F:10])[F:11])=[CH:4][CH:3]=1)([O:13][C:14]([CH3:17])([CH3:16])[CH3:15])=[O:18]. Procedure: A mixture of 4-aminobenzotrifluoride (100 g, 0.62 mol) and di-tert-butyl carbonate (150 g, 0.69 mol) in anhydrous THF (400 mL) is heated at reflux temperature for 6 hours and then cooled to room temperature. Most of the solvent is removed using a rotary evaporator and the non-volatile material that remains is triturated with water (1000 mL) to form a solid. The solid is isolated by filtration and washed with additional water (500 mL), then washed with hexanes (500 mL) to give 4-(BOC-amino)benzot...